This data is from the Open Reaction Database (ORD), a public repository of structured organic reaction records. The task is: describe an organic reaction: reactants, conditions, products, and yield Starting materials: COc1cc(NC(C)=O)ccc1O, CS(C)=O, CC(C)O, Fc1ccccc1N1CCN(CCCCl)CC1, [Na+], [OH-]. Yields the product COc1cc(NC(C)=O)ccc1OCCCN1CCN(c2ccccc2F)CC1. RXN SMILES: [C:3]([CH3:4])(=[O:5])[NH:6][c:7]1[cH:8][c:9]([O:14][CH3:15])[c:10]([OH:13])[cH:11][cH:12]1.[CH3:33][S:34]([CH3:35])=[O:36].[CH:37]([OH:38])([CH3:39])[CH3:40].[Cl:16][CH2:17][CH2:18][CH2:19][N:20]1[CH2:21][CH2:22][N:23]([c:26]2[c:27]([F:32])[cH:28][cH:29][cH:30][cH:31]2)[CH2:24][CH2:25]1.[Na+:2].[OH-:1]>>[C:3]([CH3:4])(=[O:5])[NH:6][c:7]1[cH:8][c:9]([O:14][CH3:15])[c:10]([O:13][CH2:17][CH2:18][CH2:19][N:20]2[CH2:21][CH2:22][N:23]([c:26]3[c:27]([F:32])[cH:28][cH:29][cH:30][cH:31]3)[CH2:24][CH2:25]2)[cH:11][cH:12]1. Reactants: NC1=CC2=C(CCN(CC2)CC(=O)NC)C=C1OC (2-(7-Amino-8-methoxy-1,2,4,5-tetrahydro-benzo[d]azepin-3-yl)-N-methyl-acetamide), ClC1=NC=C(C(=N1)NC1=C(C=C(C=C1)N1CCN(CC1)C)OC)Cl ((2,5-Dichloro-pyrimidin-4-yl)-[2-methoxy-4-(4-methyl-piperazin-1-yl)-phenyl]-amine). The product is ClC=1C(=NC(=NC1)NC1=CC2=C(CCN(CC2)CC(=O)NC)C=C1OC)NC1=C(C=C(C=C1)N1CCN(CC1)C)OC (2-(7-{5-Chloro-4-[2-methoxy-4-(4-methyl-piperazin-1-yl)-phenylamino]-pyrimidin-2-ylamino}-8-methoxy-1,2,4,5-tetrahydro-benzo[d]azepin-3-yl)-N-methyl-acetamide), solid. Yield: 10.0%. Reaction SMILES: [NH2:1][C:2]1[C:17]([O:18][CH3:19])=[CH:16][C:5]2[CH2:6][CH2:7][N:8]([CH2:11][C:12]([NH:14][CH3:15])=[O:13])[CH2:9][CH2:10][C:4]=2[CH:3]=1.Cl[C:21]1[N:26]=[C:25]([NH:27][C:28]2[CH:33]=[CH:32][C:31]([N:34]3[CH2:39][CH2:38][N:37]([CH3:40])[CH2:36][CH2:35]3)=[CH:30][C:29]=2[O:41][CH3:42])[C:24]([Cl:43])=[CH:23][N:22]=1>>[Cl:43][C:24]1[C:25]([NH:27][C:28]2[CH:33]=[CH:32][C:31]([N:34]3[CH2:39][CH2:38][N:37]([CH3:40])[CH2:36][CH2:35]3)=[CH:30][C:29]=2[O:41][CH3:42])=[N:26][C:21]([NH:1][C:2]2[C:17]([O:18][CH3:19])=[CH:16][C:5]3[CH2:6][CH2:7][N:8]([CH2:11][C:12]([NH:14][CH3:15])=[O:13])[CH2:9][CH2:10][C:4]=3[CH:3]=2)=[N:22][CH:23]=1. Procedure: The title compound was prepared from 2-(7-Amino-8-methoxy-1,2,4,5-tetrahydro-benzo[d]azepin-3-yl)-N-methyl-acetamide and (2,5-Dichloro-pyrimidin-4-yl)-[2-methoxy-4-(4-methyl-piperazin-1-yl)-phenyl]-amine in an analogous manner to Example 61e. Product isolated as an off-white solid (0.005 g, 10%). MP: 82-100° C. 1HNMR (400 MHz, CDCl3, δ, ppm): 8.20 (d, 1H, J=8.8 Hz), 8.12 (s, 1H), 8.02 (s, 1H), 7.50 (s, 1H), 7.44 (s, 1H), 7.39-7.31 (m, 1H), 6.63 (s, 1H), 6.56 (d, 1H), J=2.0 Hz), 6.50 (dd, 1H, J=8... The reactants are CC1=CC=C(C(=O)O)C=C1 (4-methylbenzoic acid), NC1C(N([C@@H]([C@@H](C1)C1=CC=CC=C1)C)CC(F)(F)F)=O ((5S,6R)-3-Amino-6-methyl-5-phenyl-1-(2,2,2-trifluoroethyl)piperidin-2-one). The reagents and catalysts are ClC1=C(C(C=O)=CC(=C1)Cl)O (3,5-dichlorosalicylaldehyde). Solvent: CC(C)(C)OC (MTBE), CC(C)(C)OC (MTBE). Conditions: temperature 50 celsius, time 3 hour. The product is CC1=CC=C(C(=O)[O-])C=C1.C[C@@H]1[C@@H](C[C@@H](C(N1CC(F)(F)F)=O)[NH3+])C1=CC=CC=C1 ((3S,5S,6R)-6-Methyl-2-oxo-5-phenyl-1-(2,2,2-trifluoroethyl)piperidin-3-aminium 4-methylbenzoate). Isolated yield 85.9%. RXN SMILES: [CH3:1][C:2]1[CH:10]=[CH:9][C:5]([C:6]([OH:8])=[O:7])=[CH:4][CH:3]=1.[NH2:11][CH:12]1[CH2:17][C@@H:16]([C:18]2[CH:23]=[CH:22][CH:21]=[CH:20][CH:19]=2)[C@@H:15]([CH3:24])[N:14]([CH2:25][C:26]([F:29])([F:28])[F:27])[C:13]1=[O:30]>CC(OC)(C)C.ClC1C=C(Cl)C=C(C=O)C=1O>[CH3:1][C:2]1[CH:10]=[CH:9][C:5]([C:6]([O-:8])=[O:7])=[CH:4][CH:3]=1.[CH3:24][C@H:15]1[N:14]([CH2:25][C:26]([F:29])([F:27])[F:28])[C:13](=[O:30])[C@@H:12]([NH3+:11])[CH2:17][C@H:16]1[C:18]1[CH:23]=[CH:22][CH:21]=[CH:20][CH:19]=1 |f:4.5|. Procedure details: To a suspension of 4-methylbenzoic acid (6.8 g, 49.9 mmol) and 3,5-dichlorosalicylaldehyde (93 mg, 0.49 mmol) in MTBE (40 mL) was added a solution of 12 (13.9 g, 48.5 mmol) in MTBE (about 150 mL) over 1 h at 50° C. The resulting suspension was agitated for about 3 h at 50° C. The solids were collected by filtration after cooling to −5° C. over 1 h. The cake was washed with MTBE (50 mL). The solids were dried in a vacuum oven to give 13 (17.6 g, 86%) as crystals with 99.5% LC purity and 99.6% de.... Starting materials: CC(=O)O, Cc1sc(N)c(C(=O)c2ccc(Cl)cc2)c1C, O=C1OC(=O)c2ccccc21. Product: Cc1sc(N2C(=O)c3ccccc3C2=O)c(C(=O)c2ccc(Cl)cc2)c1C. As a reaction SMILES: [CH3:29][C:30](=[O:31])[OH:32].[NH2:1][c:2]1[s:3][c:4]([CH3:17])[c:5]([CH3:16])[c:6]1[C:7](=[O:8])[c:9]1[cH:10][cH:11][c:12]([Cl:15])[cH:13][cH:14]1.[O:18]=[C:19]1[O:20][C:21](=[O:22])[c:23]2[cH:24][cH:25][cH:26][cH:27][c:28]21>>[N:1]1([c:2]2[s:3][c:4]([CH3:17])[c:5]([CH3:16])[c:6]2[C:7](=[O:8])[c:9]2[cH:10][cH:11][c:12]([Cl:15])[cH:13][cH:14]2)[C:19](=[O:18])[c:28]2[c:23]([cH:24][cH:25][cH:26][cH:27]2)[C:21]1=[O:20]. Starting materials: Clc1ccc(C#CCBr)cc1, CC(C)O, [Na+], [Na], [OH-], O=S(=O)(O)c1ccc(O)cc1. Product: O=S(=O)(O)c1ccc(OCC#Cc2ccc(Cl)cc2)cc1. RXN SMILES: [Br:13][CH2:14][C:15]#[C:16][c:17]1[cH:18][cH:19][c:20]([Cl:23])[cH:21][cH:22]1.[CH:24]([OH:25])([CH3:26])[CH3:27].[Na+:29].[Na:1].[OH-:28].[OH:2][c:3]1[cH:4][cH:5][c:6]([S:9](=[O:10])(=[O:11])[OH:12])[cH:7][cH:8]1>>[O:2]([c:3]1[cH:4][cH:5][c:6]([S:9](=[O:10])(=[O:11])[OH:12])[cH:7][cH:8]1)[CH2:14][C:15]#[C:16][c:17]1[cH:18][cH:19][c:20]([Cl:23])[cH:21][cH:22]1.